Dataset: the Open Reaction Database (ORD), a public repository of structured organic reaction records. Task: describe an organic reaction: reactants, conditions, products, and yield Starting materials: COC1CCNCC1, O=C(NCc1cn(-c2ccccc2)c2cc(Cl)ccc2c1=O)c1ccc(Cl)nc1. As a reaction SMILES: [CH3:30][O:31][CH:32]1[CH2:33][CH2:34][NH:35][CH2:36][CH2:37]1.[Cl:1][c:2]1[n:3][cH:4][c:5]([C:6](=[O:7])[NH:8][CH2:9][c:10]2[cH:11][n:12](-[c:22]3[cH:23][cH:24][cH:25][cH:26][cH:27]3)[c:13]3[cH:14][c:15]([Cl:21])[cH:16][cH:17][c:18]3[c:19]2=[O:20])[cH:28][cH:29]1>>[c:2]1([N:35]2[CH2:34][CH2:33][CH:32]([O:31][CH3:30])[CH2:37][CH2:36]2)[n:3][cH:4][c:5]([C:6](=[O:7])[NH:8][CH2:9][c:10]2[cH:11][n:12](-[c:22]3[cH:23][cH:24][cH:25][cH:26][cH:27]3)[c:13]3[cH:14][c:15]([Cl:21])[cH:16][cH:17][c:18]3[c:19]2=[O:20])[cH:28][cH:29]1. Product: COC1CCN(c2ccc(C(=O)NCc3cn(-c4ccccc4)c4cc(Cl)ccc4c3=O)cn2)CC1. Reactants: FC(C(C(C(F)(F)F)(F)F)(F)F)(S(=O)(=O)OC1=CC2=CC=C(C=C2C=C1)C1=C(C(=CC(=C1)N1C(NC(C=C1)=O)=O)C(C)(C)C)OC)F (6-(3-tert-butyl-5-(2,4-dioxo-3,4-dihydropyrimidin-1(2H)-yl)-2-methoxyphenyl)naphthalen-2-yl 1,1,2,2,3,3,4,4,4-nonafluorobutane-1-sulfonate), CS(=O)(=O)N (methanesulfonamide), stainless steel, [O-]P(=O)([O-])[O-].[K+].[K+].[K+] (potassium phosphate tribasic). The reagents and catalysts are C=1C=CC(=CC1)/C=C/C(=O)/C=C/C2=CC=CC=C2.C=1C=CC(=CC1)/C=C/C(=O)/C=C/C2=CC=CC=C2.C=1C=CC(=CC1)/C=C/C(=O)/C=C/C2=CC=CC=C2.[Pd].[Pd] (tris(dibenzylideneacetone)dipalladium(0)), C(C)(C)(C)P(C1=C(C(=CC=C1OC)OC)C1=C(C=C(C=C1C(C)C)C(C)C)C(C)C)C(C)(C)C (di-tert-butyl(2′,4′,6′-triisopropyl-3,6-dimethoxybiphenyl-2-yl)phosphine). Run in C(C)(=O)OCC (ethyl acetate). Reaction conditions: temperature 80 celsius, time 30 minute. The product is C(C)(C)(C)C=1C(=C(C=C(C1)N1C(NC(C=C1)=O)=O)C=1C=C2C=CC(=CC2=CC1)NS(=O)(=O)C)OC (N-(6-(3-tert-butyl-5-(2,4-dioxo-3,4-dihydropyrimidin-1(2H)-yl)-2-methoxyphenyl)naphthalen-2-yl)methanesulfonamide). The yield is 167.8%. As a reaction SMILES: [O-]P([O-])([O-])=O.[K+].[K+].[K+].FC(F)(S(O[C:25]1[CH:34]=[CH:33][C:32]2[C:27](=[CH:28][CH:29]=[C:30]([C:35]3[CH:40]=[C:39]([N:41]4[CH:46]=[CH:45][C:44](=[O:47])[NH:43][C:42]4=[O:48])[CH:38]=[C:37]([C:49]([CH3:52])([CH3:51])[CH3:50])[C:36]=3[O:53][CH3:54])[CH:31]=2)[CH:26]=1)(=O)=O)C(F)(F)C(F)(F)C(F)(F)F.[CH3:56][S:57]([NH2:60])(=[O:59])=[O:58]>C1C=CC(/C=C/C(/C=C/C2C=CC=CC=2)=O)=CC=1.C1C=CC(/C=C/C(/C=C/C2C=CC=CC=2)=O)=CC=1.C1C=CC(/C=C/C(/C=C/C2C=CC=CC=2)=O)=CC=1.[Pd].[Pd].C(P(C(C)(C)C)C1C(OC)=CC=C(OC)C=1C1C(C(C)C)=CC(C(C)C)=CC=1C(C)C)(C)(C)C.C(OCC)(=O)C>[C:49]([C:37]1[C:36]([O:53][CH3:54])=[C:35]([C:30]2[CH:31]=[C:32]3[C:27](=[CH:28][CH:29]=2)[CH:26]=[C:25]([NH:60][S:57]([CH3:56])(=[O:59])=[O:58])[CH:34]=[CH:33]3)[CH:40]=[C:39]([N:41]2[CH:46]=[CH:45][C:44](=[O:47])[NH:43][C:42]2=[O:48])[CH:38]=1)([CH3:51])([CH3:50])[CH3:52] |f:0.1.2.3,6.7.8.9.10|. Reported procedure: A 600-mL, stainless steel Parr® pressure reactor equipped with an overhead stirrer was charged with tris(dibenzylideneacetone)dipalladium(0) (0.229 g, 0.251 mmol), di-tert-butyl(2′,4′,6′-triisopropyl-3,6-dimethoxybiphenyl-2-yl)phosphine (0.291 g, 0.601 mmol) and milled potassium phosphate tribasic (11.70 g, 55.1 mmol). The flask was purged with argon for not less than 90 minutes. Ethyl acetate (140 mL) was taken in a 250-mL, round bottom flask, purged with argon for not less than 30 minutes and ... The reactants are Fc1cccc(Br)n1, CC(C)[Mg+], [Cl-], CON(C)C(=O)c1cc(Br)cnc1N, C1CCOC1. The product is Nc1ncc(Br)cc1C(=O)c1cccc(F)n1. Reaction SMILES: [Br:1][c:2]1[n:3][c:4]([F:8])[cH:5][cH:6][cH:7]1.[CH:10]([Mg+:11])([CH3:12])[CH3:13].[Cl-:9].[NH2:14][c:15]1[c:16]([C:17](=[O:18])[N:19]([O:20][CH3:21])[CH3:22])[cH:23][c:24]([Br:27])[cH:25][n:26]1.[O:28]1[CH2:29][CH2:30][CH2:31][CH2:32]1>>[c:2]1([C:17]([c:16]2[c:15]([NH2:14])[n:26][cH:25][c:24]([Br:27])[cH:23]2)=[O:18])[n:3][c:4]([F:8])[cH:5][cH:6][cH:7]1. Reactants: CS(C)=O, O=[N+]([O-])c1cc(C2OCCO2)c2nc(Nc3ccc(Cl)c(Cl)c3)nc(O)c2c1, Cl, C1CCOC1. As a reaction SMILES: [CH3:35][S:36]([CH3:37])=[O:38].[Cl:1][c:2]1[cH:3][c:4]([NH:9][c:10]2[n:11][c:12]3[c:13]([CH:24]4[O:25][CH2:28][CH2:27][O:26]4)[cH:14][c:15]([N+:21](=[O:22])[O-:23])[cH:16][c:17]3[c:18]([OH:20])[n:19]2)[cH:5][cH:6][c:7]1[Cl:8].[ClH:29].[O:30]1[CH2:31][CH2:32][CH2:33][CH2:34]1>>[Cl:1][c:2]1[cH:3][c:4]([NH:9][c:10]2[n:11][c:12]3[c:13]([CH:24]=[O:25])[cH:14][c:15]([N+:21](=[O:22])[O-:23])[cH:16][c:17]3[c:18]([OH:20])[n:19]2)[cH:5][cH:6][c:7]1[Cl:8]. The product is O=Cc1cc([N+](=O)[O-])cc2c(O)nc(Nc3ccc(Cl)c(Cl)c3)nc12. Starting materials: BrC1=C2CN(CC2=C(C=C1OC)OC)CC1=CC=C(C=C1)Cl (4-bromo-5,7-Dimethoxy-2-(4-chloro-benzyl)-2,3-dihydro-isoindol), 2,2′-azobis(2-methyl proponitrile) AIBN, [F-].[K+] (potassium fluoride), C(CCC)[SnH](CCCC)CCCC (tributyl tin hydride). The solvent is C1=CC=CC=C1 (benzene). Product: COC=1C=C2CN(CC2=C(C1)OC)CC1=CC=C(C=C1)Cl (5,7-Dimethoxy-2-(4-chloro-benzyl)-2,3-dihydro-isoindol). The yield is 46.1%. As a reaction SMILES: Br[C:2]1[C:10]([O:11][CH3:12])=[CH:9][C:8]([O:13][CH3:14])=[C:7]2[C:3]=1[CH2:4][N:5]([CH2:15][C:16]1[CH:21]=[CH:20][C:19]([Cl:22])=[CH:18][CH:17]=1)[CH2:6]2.C([SnH](CCCC)CCCC)CCC.[F-].[K+]>C1C=CC=CC=1>[CH3:12][O:11][C:10]1[CH:2]=[C:3]2[C:7](=[C:8]([O:13][CH3:14])[CH:9]=1)[CH2:6][N:5]([CH2:15][C:16]1[CH:21]=[CH:20][C:19]([Cl:22])=[CH:18][CH:17]=1)[CH2:4]2 |f:2.3|. Reported procedure: To a solution of 4-bromo-5,7-Dimethoxy-2-(4-chloro-benzyl)-2,3-dihydro-isoindol-lone (0.100 g, 0.25 mmol) in benzene under N2 atmosphere was added 2,2′-azobis(2-methyl proponitrile) AIBN (5.0 mg), followed by tributyl tin hydride (0.132 mL, 0.5 mmol). The resulting mixture was refluxed in an oil bath for 2 h. The reaction was monitored by GC-MS for the disappearance of starting material. The reaction mixture was cooled to room temperature and stirred with potassium fluoride (200 mg) for 45 min. ... The reactants are BrN1C(CCC1=O)=O (N-Bromosuccinimide), FC1=CC=C(C=C1)C1=CC(=NN1C=1SC2=C(N1)C=CC=C2)C(C)C (2-[5-(4-Fluorophenyl)-3-(1-methylethyl)-1H-pyrazol-1-yl]benzothiazole), O (H2O). Run in CN(C)C=O (DMF). The product is BrC=1C(=NN(C1C1=CC=C(C=C1)F)C=1SC2=C(N1)C=CC=C2)C(C)C (2-[4-Bromo-5-(4-fluorophenyl)-3-(1-methylethyl)-1H-pyrazol-1-yl]benzothiazole). RXN SMILES: [Br:1]N1C(=O)CCC1=O.[F:9][C:10]1[CH:15]=[CH:14][C:13]([C:16]2[N:20]([C:21]3[S:22][C:23]4[CH:29]=[CH:28][CH:27]=[CH:26][C:24]=4[N:25]=3)[N:19]=[C:18]([CH:30]([CH3:32])[CH3:31])[CH:17]=2)=[CH:12][CH:11]=1.O>CN(C=O)C>[Br:1][C:17]1[C:18]([CH:30]([CH3:32])[CH3:31])=[N:19][N:20]([C:21]2[S:22][C:23]3[CH:29]=[CH:28][CH:27]=[CH:26][C:24]=3[N:25]=2)[C:16]=1[C:13]1[CH:12]=[CH:11][C:10]([F:9])=[CH:15][CH:14]=1. Procedure: N-Bromosuccinimide (86.5 g, 486 mmol) was added in portions to the pyrazole (164 g, 486 mmol, Step A) in DMF (1l) at 0° C. under an atmosphere of N2. This mixture was stirred and allowed to warm to room temperature overnight. The reaction mixture was poured into H2O (1 l) and the resulting precipitate was collected and washed with water. The product was dried overnight to give 184.1 g (91%), mp 146°-147° C. (hexanes). Starting materials: FC1=C(C=CC(=C1)[N+](=O)[O-])NC=1C2=C(N=CC1)N(C=C2)COCC[Si](C)(C)C (N-(2-fluoro-4-nitrophenyl)-1-{[2-(trimethylsilyl)ethoxy]methyl}-1H-pyrrolo[2,3-b]pyridine-4-amine). The reagents and catalysts are [Pt](=O)=O (platinum(IV) oxide). The solvent is mixture, C(C)O.C1CCOC1 (ethanol THF). Conditions: time 8 hour. Product: FC1=C(C=CC(=C1)N)NC1=C2C(=NC=C1)N(C=C2)COCC[Si](C)(C)C (2-Fluoro-N-(1-{[2-(trimethylsilyl)ethoxy]methyl}-1H-pyrrolo[2,3-b]pyridin-4-yl)benzene-1,4-diamine). Reaction SMILES: [F:1][C:2]1[CH:7]=[C:6]([N+:8]([O-])=O)[CH:5]=[CH:4][C:3]=1[NH:11][C:12]1[C:13]2[CH:20]=[CH:19][N:18]([CH2:21][O:22][CH2:23][CH2:24][Si:25]([CH3:28])([CH3:27])[CH3:26])[C:14]=2[N:15]=[CH:16][CH:17]=1>C(O)C.C1COCC1.[Pt](=O)=O>[F:1][C:2]1[CH:7]=[C:6]([NH2:8])[CH:5]=[CH:4][C:3]=1[NH:11][C:12]1[CH:17]=[CH:16][N:15]=[C:14]2[N:18]([CH2:21][O:22][CH2:23][CH2:24][Si:25]([CH3:28])([CH3:27])[CH3:26])[CH:19]=[CH:20][C:13]=12 |f:1.2|. Procedure: 115 mg (0.29 mmol) of N-(2-fluoro-4-nitrophenyl)-1-{[2-(trimethylsilyl)ethoxy]methyl}-1H-pyrrolo[2,3-b]pyridine-4-amine are dissolved in 10 ml of a mixture of ethanol/THF (1:1). 13 mg (0.06 mmol) of platinum(IV) oxide are added, and the mixture is stirred under an atmosphere of hydrogen under atmospheric pressure overnight. The suspension is then filtered through Celite and the solvent is removed under reduced pressure.